This data is from the Open Reaction Database (ORD), a public repository of structured organic reaction records. The task is: describe an organic reaction: reactants, conditions, products, and yield Starting materials: CC(=O)c1cc2c(Cl)cc(F)c(-n3c(=O)cc(C(F)(F)F)n(C)c3=O)c2o1, CC(=O)[O-], CON, CO, Cl, [K+]. Product: CON=C(C)c1cc2c(Cl)cc(F)c(-n3c(=O)cc(C(F)(F)F)n(C)c3=O)c2o1. As a reaction SMILES: [C:1]([CH3:2])(=[O:3])[c:4]1[o:5][c:6]2[c:7]([cH:8]1)[c:9]([Cl:27])[cH:10][c:11]([F:26])[c:12]2-[n:13]1[c:14](=[O:25])[n:15]([CH3:24])[c:16]([C:20]([F:21])([F:22])[F:23])[cH:17][c:18]1=[O:19].[CH3:29][C:30](=[O:31])[O-:32].[CH3:34][O:35][NH2:36].[CH3:37][OH:38].[ClH:33].[K+:28]>>[C:1]([CH3:2])([c:4]1[o:5][c:6]2[c:7]([cH:8]1)[c:9]([Cl:27])[cH:10][c:11]([F:26])[c:12]2-[n:13]1[c:14](=[O:25])[n:15]([CH3:24])[c:16]([C:20]([F:21])([F:22])[F:23])[cH:17][c:18]1=[O:19])=[N:36][O:35][CH3:34]. Starting materials: C(=NC1CCCCC1)=NC1CCCCC1, ClCCl, Cc1cc(=O)n2nc(SCC3=C(C(=O)OC(c4ccccc4)c4ccccc4)N4C(=O)C(N)C4SC3)sc2n1, COC(C)(C)ON=C(C(=O)O)c1csc(NC(c2ccccc2)(c2ccccc2)c2ccccc2)n1. Product: COC(C)(C)ON=C(C(=O)NC1C(=O)N2C(C(=O)OC(c3ccccc3)c3ccccc3)=C(CSc3nn4c(=O)cc(C)nc4s3)CSC12)c1csc(NC(c2ccccc2)(c2ccccc2)c2ccccc2)n1. Reaction SMILES: [CH:76]1([N:77]=[C:78]=[N:79][CH:80]2[CH2:81][CH2:82][CH2:83][CH2:84][CH2:85]2)[CH2:86][CH2:87][CH2:88][CH2:89][CH2:90]1.[Cl:91][CH2:92][Cl:93].[c:1]1([CH:7]([c:8]2[cH:9][cH:10][cH:11][cH:12][cH:13]2)[O:14][C:15](=[O:16])[C:17]2=[C:24]([CH2:25][S:26][c:27]3[n:28][n:29]4[c:30]([n:31][c:32]([CH3:36])[cH:33][c:34]4=[O:35])[s:37]3)[CH2:23][S:22][CH:21]3[N:18]2[C:19](=[O:39])[CH:20]3[NH2:38])[cH:2][cH:3][cH:4][cH:5][cH:6]1.[c:40]1([C:46]([c:47]2[cH:48][cH:49][cH:50][cH:51][cH:52]2)([c:53]2[cH:54][cH:55][cH:56][cH:57][cH:58]2)[NH:59][c:60]2[s:61][cH:62][c:63]([C:65]([C:66](=[O:67])[OH:68])=[N:69][O:70][C:71]([CH3:72])([CH3:73])[O:74][CH3:75])[n:64]2)[cH:41][cH:42][cH:43][cH:44][cH:45]1>>[c:1]1([CH:7]([c:8]2[cH:9][cH:10][cH:11][cH:12][cH:13]2)[O:14][C:15](=[O:16])[C:17]2=[C:24]([CH2:25][S:26][c:27]3[n:28][n:29]4[c:30]([n:31][c:32]([CH3:36])[cH:33][c:34]4=[O:35])[s:37]3)[CH2:23][S:22][CH:21]3[N:18]2[C:19](=[O:39])[CH:20]3[NH:38][C:66]([C:65]([c:63]2[cH:62][s:61][c:60]([NH:59][C:46]([c:40]3[cH:41][cH:42][cH:43][cH:44][cH:45]3)([c:47]3[cH:48][cH:49][cH:50][cH:51][cH:52]3)[c:53]3[cH:54][cH:55][cH:56][cH:57][cH:58]3)[n:64]2)=[N:69][O:70][C:71]([CH3:72])([CH3:73])[O:74][CH3:75])=[O:67])[cH:2][cH:3][cH:4][cH:5][cH:6]1. Reactants: CC(C)[C@@H](C(=O)OC1=CC=C(C=C1)[N+](=O)[O-])NC(=O)OCC2=CC=CC=C2 (Z-Val-ONp), N[C@@H]([C@H](O)C)C(=O)N[C@@H](CC(C)C)C(=O)OC(C)(C)C (H-Thr-Leu-OtBu). Solvent: CN(C)C=O (DMF). Yields the product N([C@@H](C(C)C)C(=O)N[C@@H]([C@H](O)C)C(=O)N[C@@H](CC(C)C)C(=O)OC(C)(C)C)C(=O)OCC1=CC=CC=C1 (Z-Val-Thr-Leu-OtBu). The yield is 72.0%. RXN SMILES: [CH3:1][CH:2]([C@H:4]([NH:17][C:18]([O:20][CH2:21][C:22]1[CH:27]=[CH:26][CH:25]=[CH:24][CH:23]=1)=[O:19])[C:5]([O:7]C1C=CC([N+]([O-])=O)=CC=1)=O)[CH3:3].[NH2:28][C@H:29]([C:33]([NH:35][C@H:36]([C:41]([O:43][C:44]([CH3:47])([CH3:46])[CH3:45])=[O:42])[CH2:37][CH:38]([CH3:40])[CH3:39])=[O:34])[C@@H:30]([CH3:32])[OH:31]>CN(C=O)C>[NH:17]([C:18]([O:20][CH2:21][C:22]1[CH:23]=[CH:24][CH:25]=[CH:26][CH:27]=1)=[O:19])[C@H:4]([C:5]([NH:28][C@H:29]([C:33]([NH:35][C@H:36]([C:41]([O:43][C:44]([CH3:47])([CH3:46])[CH3:45])=[O:42])[CH2:37][CH:38]([CH3:39])[CH3:40])=[O:34])[C@@H:30]([CH3:32])[OH:31])=[O:7])[CH:2]([CH3:1])[CH3:3]. Procedure: Coupling of 7.85 g Z-Val-ONp with 5.53 p H-Thr-Leu-OtBu in 160 ml DMF in the way described in C(2) provides Z-Val-Thr-Leu-OtBu in 72% yield. Reactants: aldehyde, C(C)(C)(C)OC(=O)C1(CC1)[Li] (1-tert-butoxycarbonylcyclopropyllithium), C(C)(C)(C)OC(=O)C1(C(C1)CO)C=1OC2=C(C1)C=CC=C2 (1-tert-butoxycarbonyl-1-(benzofuryl)hydroxymethylcyclopropane), BrCC=1OC2=C(C1)C=CC=C2 (bromomethylbenzofuran). Yields the product C(C)(C)(C)OC(=O)C1(CC1)CC=1OC2=C(C1)C=CC=C2 (1-tert-butoxycarbonyl-1-(benzofuryl)methylcyclopropane). Reaction SMILES: [C:1]([O:5][C:6]([C:8]1(C2OC3C=CC=CC=3C=2)[CH2:10][CH:9]1CO)=[O:7])([CH3:4])([CH3:3])[CH3:2].Br[CH2:23][C:24]1[O:25][C:26]2[CH:32]=[CH:31][CH:30]=[CH:29][C:27]=2[CH:28]=1.C(OC(C1([Li])CC1)=O)(C)(C)C>>[C:1]([O:5][C:6]([C:8]1([CH2:23][C:24]2[O:25][C:26]3[CH:32]=[CH:31][CH:30]=[CH:29][C:27]=3[CH:28]=2)[CH2:10][CH2:9]1)=[O:7])([CH3:4])([CH3:3])[CH3:2]. Procedure details: An appropriately substituted bromobenzofuran is converted to the corresponding aldehyde as described supra. This aldehyde is then reacted with 1-tert-butoxycarbonylcyclopropyllithium essentially as described by Haener et al. (Helvetica Chimica Acta, 69, 1655–65 (1986)) to provide the corresponding 1-tert-butoxycarbonyl-1-(benzofuryl)hydroxymethylcyclopropane. The alcohol is reduced to methylene by treating the corresponding acetate with samarium(II) iodide as described supra. The resulting tertb... Starting materials: C(C(C)C)OC(=O)C=1C=CC=2C=3C=CC=C4C(=CC=C(C5=CC=CC1C52)C43)C(=O)OCC(C)C (3,9-Perylenedicarboxylic acid diisobutyl ester), [OH-].[K+] (KOH). The solvent is CCO (EtOH). Yields the product C1=CC(=C2C=CC=C3C4=CC=C(C5=CC=CC(C1=C23)=C45)C(=O)[O-])C(=O)[O-].[K+].[K+] (Potassium 3,9-perylene dicarboxylate). Yield: 81.8%. RXN SMILES: C([O:5][C:6]([C:8]1[CH:9]=[CH:10][C:11]2[C:12]3[CH:13]=[CH:14][CH:15]=[C:16]4[C:27]=3[C:20]([C:21]3[C:26]=2[C:25]=1[CH:24]=[CH:23][CH:22]=3)=[CH:19][CH:18]=[C:17]4[C:28]([O:30]CC(C)C)=[O:29])=[O:7])C(C)C.[OH-].[K+:36]>CCO>[CH:19]1[C:20]2=[C:27]3[C:12]([C:11]4[C:26]5[C:25](=[CH:24][CH:23]=[CH:22][C:21]2=5)[C:8]([C:6]([O-:7])=[O:5])=[CH:9][CH:10]=4)=[CH:13][CH:14]=[CH:15][C:16]3=[C:17]([C:28]([O-:30])=[O:29])[CH:18]=1.[K+:36].[K+:36] |f:1.2,4.5.6|. Procedure details: 3,9-Perylenedicarboxylic acid diisobutyl ester (500 mg, 1.1 mmol, 1 eq) was suspended in 200 mL EtOH, and 1 M aq. KOH (7 mL, 3.3 mmol, 3 eq) was added. The reaction mixture was refluxed for 16 h. The precipitate was filtered off and washed with EtOH as well as DCM to provide the title compound as a yellow powder (369 mg, 0.9 mmol, 80%). 1H NMR (400 MHz, MeOD, 333K) δ 6.87-6.82 (m, 2H, PDA aromatic H), 6.76 (dd, J=9.7, 7.5 Hz 4H, PDA aromatic H), 6.17 (d, J=7.7 Hz 4H, PDA aromatic H), 5.99 (ddd, ... Reactants: C1(=CC=CC=C1)CC(=O)Cl (Phenylacetyl chloride), NC1=C(C(=O)OCC)C=C(C=N1)Cl (Ethyl 2-Amino-5-chloronicotinate). Solvent: N1=CC=CC=C1 (pyridine). Run at temperature 130 celsius. Product: ClC=1C=NC(=C(C(=O)OCC)C1)NC(CC1=CC=CC=C1)=O (Ethyl 5-Chloro-2-(phenylacetamido)nicotinate). Reaction SMILES: [C:1]1([CH2:7][C:8](Cl)=[O:9])[CH:6]=[CH:5][CH:4]=[CH:3][CH:2]=1.[NH2:11][C:12]1[N:22]=[CH:21][C:20]([Cl:23])=[CH:19][C:13]=1[C:14]([O:16][CH2:17][CH3:18])=[O:15]>N1C=CC=CC=1>[Cl:23][C:20]1[CH:21]=[N:22][C:12]([NH:11][C:8](=[O:9])[CH2:7][C:1]2[CH:6]=[CH:5][CH:4]=[CH:3][CH:2]=2)=[C:13]([CH:19]=1)[C:14]([O:16][CH2:17][CH3:18])=[O:15]. Procedure: Phenylacetyl chloride (0.21 mL, d=1.169, 1.6 mmol) was added to ethyl 2-amino-5-chloronicotinate (143) (159.6 mg, 0.7956 mmol) in a 10 mL round-bottom flask. A stir bar and pyridine (1.0 mL, distilled) were added. The mixture was heated to reflux (130° C., oil bath) with stirring under nitrogen. The resulting solution was refluxed for 1 h, then cooled to room temperature. The reaction mixture was quenched with water (5 mL) and extracted with chloroform (3×10 mL). The combined organic extracts we... The reactants are C(C)(C)(C)C1=CC=C(C=C1)S(=O)(=O)NC=1C=C(C(=O)O)C=C(C1OC1=CC(=CC=C1)OC)OCC(CO)O (3-(4-tert-butyl-benzenesulphonylamino)-5-(2,3-dihydroxy-propoxy)-4-(3-methoxy-phenoxy)-benzoic acid), NC1=NN=NN1 (5-aminotetrazole). Product: C(C)(C)(C)C1=CC=C(C=C1)S(=O)(=O)NC=1C=C(C(=O)NC2=NN=NN2)C=C(C1OC1=CC(=CC=C1)OC)OCC(CO)O (3-(4-tert-butybenzenesulphonylamino)-5-(2,3-dihydroxy-propoxy)-4-(3-methoxy-phenoxy)-N-(1H-tetrazol-5-yl)-benzamide). RXN SMILES: [C:1]([C:5]1[CH:10]=[CH:9][C:8]([S:11]([NH:14][C:15]2[CH:16]=[C:17]([CH:21]=[C:22]([O:33][CH2:34][CH:35]([OH:38])[CH2:36][OH:37])[C:23]=2[O:24][C:25]2[CH:30]=[CH:29][CH:28]=[C:27]([O:31][CH3:32])[CH:26]=2)[C:18](O)=[O:19])(=[O:13])=[O:12])=[CH:7][CH:6]=1)([CH3:4])([CH3:3])[CH3:2].[NH2:39][C:40]1[NH:44][N:43]=[N:42][N:41]=1>>[C:1]([C:5]1[CH:10]=[CH:9][C:8]([S:11]([NH:14][C:15]2[CH:16]=[C:17]([CH:21]=[C:22]([O:33][CH2:34][CH:35]([OH:38])[CH2:36][OH:37])[C:23]=2[O:24][C:25]2[CH:30]=[CH:29][CH:28]=[C:27]([O:31][CH3:32])[CH:26]=2)[C:18]([NH:39][C:40]2[NH:44][N:43]=[N:42][N:41]=2)=[O:19])(=[O:13])=[O:12])=[CH:7][CH:6]=1)([CH3:4])([CH3:3])[CH3:2]. Procedure details: In analogy to Example 121, by coupling 3-(4-tert-butyl-benzenesulphonylamino)-5-(2,3-dihydroxy-propoxy)-4-(3-methoxy-phenoxy)-benzoic acid with 5-aminotetrazole there was obtained 3-(4-tert-butybenzenesulphonylamino)-5-(2,3-dihydroxy-propoxy)-4-(3-methoxy-phenoxy)-N-(1H-tetrazol-5-yl)-benzamide as a white solid.